This data is from the Open Reaction Database (ORD), a public repository of structured organic reaction records. The task is: describe an organic reaction: reactants, conditions, products, and yield Yield: 62.2%. As a reaction SMILES: [O:1]=[C:2]1[CH:7]=[C:6]([C:8]([OH:10])=[O:9])[O:5][C:4]2[C:11]([CH2:23][CH2:24][CH3:25])=[C:12]3[C:17](=[CH:18][C:3]1=2)[C:16](=[O:19])[CH:15]=[C:14]([C:20]([OH:22])=[O:21])[O:13]3.C(=O)([O-])[O-].[NH2:30][C:31]([NH2:33])=[NH2+:32].[NH2:34][C:35]([NH2:37])=[NH2+:36]>O>[NH2:32][C:31]([NH2:33])=[NH2+:30].[NH2:36][C:35]([NH2:37])=[NH2+:34].[O:19]=[C:16]1[CH:15]=[C:14]([C:20]([O-:22])=[O:21])[O:13][C:12]2[C:11]([CH2:23][CH2:24][CH3:25])=[C:4]3[C:3](=[CH:18][C:17]1=2)[C:2](=[O:1])[CH:7]=[C:6]([C:8]([O-:10])=[O:9])[O:5]3 |f:1.2.3,5.6.7|. Reactants: O=C1C2=C(OC(=C1)C(=O)O)C(=C1OC(=CC(C1=C2)=O)C(=O)O)CCC (4,6-Dioxo-10-propyl-4H,6H-benzo[1,2-b:5,4-b']dipyran-2,8-dicarboxylic acid), C([O-])([O-])=O.NC(=[NH2+])N.NC(=[NH2+])N (guanidinium carbonate). The solvent is O (water). Product: NC(=[NH2+])N.NC(=[NH2+])N.O=C1C2=C(OC(=C1)C(=O)[O-])C(=C1OC(=CC(C1=C2)=O)C(=O)[O-])CCC (4,6-Dioxo-10-propyl-4H,6H-benzo-[1,2-b:5,4-b']dipyran-2,8-dicarboxylic acid, di-guanidinium salt). Reported procedure: 4,6-Dioxo-10-propyl-4H,6H-benzo[1,2-b:5,4-b']dipyran-2,8-dicarboxylic acid (1.0 g) was added to a stirred solution of guanidinium carbonate (0.52 g) in water (20 ml) and the mixture was stirred at room temperature until effervescence had ceased. The precipitated solid was collected using a centrifuge, washed with water and acetone and dried in vacuo at 70° C. to give the title compound (0.83 g; 62%). Starting materials: O.C1(=CC=C(C=C1)S(=O)(=O)O)C (Para-toluenesulfonic acid monohydrate), O[C@]1(C[C@@H]2[C@@H](OC(O2)(C)C)[C@@H](C1)OS(=O)(=O)C)C(=O)OC (methyl (3aR,5S,7R,7aR)-5-hydroxy-2,2-dimethyl-7-[(methylsulfonyl)oxy]hexahydro-1,3-benzodioxole-5-carboxylate). Run in CO (methanol). Conditions: time 8 hour. The product is O[C@]1(C[C@H]([C@H]([C@@H](C1)OS(=O)(=O)C)O)O)C(=O)OC (methyl (1S,3R,4R,5R)-1,3,4-trihydroxy-5-[(methylsulfonyl)oxy]cyclohexanecarboxylate). The yield is 78.0%. RXN SMILES: O.C1(C)C=CC(S(O)(=O)=O)=CC=1.[OH:13][C@:14]1([C:30]([O:32][CH3:33])=[O:31])[CH2:24][C@@H:23]([O:25][S:26]([CH3:29])(=[O:28])=[O:27])[C@@H:17]2[O:18]C(C)(C)[O:20][C@@H:16]2[CH2:15]1>CO>[OH:13][C@:14]1([C:30]([O:32][CH3:33])=[O:31])[CH2:24][C@@H:23]([O:25][S:26]([CH3:29])(=[O:27])=[O:28])[C@H:17]([OH:18])[C@H:16]([OH:20])[CH2:15]1 |f:0.1|. Procedure: Para-toluenesulfonic acid monohydrate (100 mg, 0.526 mmol) was added to a room temperature solution of Example 17A in methanol (50 mL). After stirring overnight, the reaction mixture was concentrated and the concentrate was purified by flash column chromatography using ethyl acetate to afford 3.96 g (78%) of the desired product as a colorless oil. The reactants are Example 1 ( e ), ClC=1C=C2CC(C(C2=CC1S(N)(=O)=O)=O)C (5-chloro-2-methyl-6-sulfamoyl-1-indanone), BrBr (bromine). Solvent: C(C)(=O)O (acetic acid). The product is BrC1(C(C2=CC(=C(C=C2C1)Cl)S(N)(=O)=O)=O)C (2-bromo-5-chloro-2-methyl-6-sulfamoyl-1-indanone). As a reaction SMILES: [Cl:1][C:2]1[CH:3]=[C:4]2[C:8](=[CH:9][C:10]=1[S:11](=[O:14])(=[O:13])[NH2:12])[C:7](=[O:15])[CH:6]([CH3:16])[CH2:5]2.[Br:17]Br>C(O)(=O)C>[Br:17][C:6]1([CH3:16])[CH2:5][C:4]2[C:8](=[CH:9][C:10]([S:11](=[O:13])(=[O:14])[NH2:12])=[C:2]([Cl:1])[CH:3]=2)[C:7]1=[O:15]. Procedure details: According to Example 1 (e), 9.7 g (0.037 mole) of 5-chloro-2-methyl-6-sulfamoyl-1-indanone and 5.97 g (0.037 mole) of bromine in a total of 95 ml of glacial acetic acid yield 2-bromo-5-chloro-2-methyl-6-sulfamoyl-1-indanone, which melts at a temperature of from 136° to 138° C. after reprecipitation from a mixture of ethyl acetate and petroleum ether. The reactants are CC1=C(C=C(C=C1OCC1=CC=CC=C1)OCC1=CC=CC=C1)C1C(NC(N1)=O)=O (5-(2-methyl-3,5-dibenzyloxyphenyl)-hydantoin). Reagents/catalysts: [Pd] (Palladium/charcoal). The solvent is CO (methanol). Yields the product CC1=C(C=C(C=C1O)O)C1C(NC(N1)=O)=O (5-(2-methyl-3,5-dihydroxyphenyl)-hydantoin). RXN SMILES: [CH3:1][C:2]1[C:7]([O:8]CC2C=CC=CC=2)=[CH:6][C:5]([O:16]CC2C=CC=CC=2)=[CH:4][C:3]=1[CH:24]1[NH:28][C:27](=[O:29])[NH:26][C:25]1=[O:30]>CO.[Pd]>[CH3:1][C:2]1[C:7]([OH:8])=[CH:6][C:5]([OH:16])=[CH:4][C:3]=1[CH:24]1[NH:28][C:27](=[O:29])[NH:26][C:25]1=[O:30]. Procedure details: A solution of 5-(2-methyl-3,5-dibenzyloxyphenyl)-hydantoin (1.13 g, 2.8 mmol) in methanol (100 ml) was shaken in a Parr hydrogenation apparatus at 60 p.s.i. over 10% Palladium/charcoal (120 mg) for 6 hours. The reaction suspension was filtered over celite and the filtrate evaporated in vacuo to give 5-(2-methyl-3,5-dihydroxyphenyl)-hydantoin as an off-white solid. The reactants are CCOCC, CCN(C(C)C)C(C)C, ClCCl, Cc1cc(C(=O)Cl)ccc1I, c1ccc2c(c1)Cn1cccc1CN2. Product: Cc1cc(C(=O)N2Cc3cccn3Cc3ccccc32)ccc1I. Reaction SMILES: [CH3:35][CH2:36][O:37][CH2:38][CH3:39].[CH:15]([N:16]([CH2:17][CH3:18])[CH:19]([CH3:20])[CH3:21])([CH3:22])[CH3:23].[Cl:40][CH2:41][Cl:42].[I:24][c:25]1[c:26]([CH3:34])[cH:27][c:28]([C:29](=[O:30])[Cl:31])[cH:32][cH:33]1.[cH:1]1[cH:2][cH:3][n:4]2[c:5]1[CH2:6][NH:7][c:8]1[c:9]([cH:11][cH:12][cH:13][cH:14]1)[CH2:10]2>>[cH:1]1[cH:2][cH:3][n:4]2[c:5]1[CH2:6][N:7]([C:29]([c:28]1[cH:27][c:26]([CH3:34])[c:25]([I:24])[cH:33][cH:32]1)=[O:30])[c:8]1[c:9]([cH:11][cH:12][cH:13][cH:14]1)[CH2:10]2. Reactants: Clc1ccc(C23CNCC2C3)cc1, O=C(Cl)c1cccc(F)c1, [Na+], [Na+], O=C([O-])[O-]. Yields the product O=C(c1cccc(F)c1)N1CC2CC2(c2ccc(Cl)cc2)C1. RXN SMILES: [Cl:1][c:2]1[cH:3][cH:4][c:5]([C:8]23[CH2:9][NH:10][CH2:11][CH:12]2[CH2:13]3)[cH:6][cH:7]1.[F:20][c:21]1[cH:22][c:23]([C:24](=[O:25])[Cl:26])[cH:27][cH:28][cH:29]1.[Na+:14].[Na+:15].[O-:16][C:17](=[O:18])[O-:19]>>[Cl:1][c:2]1[cH:3][cH:4][c:5]([C:8]23[CH2:9][N:10]([C:24]([c:23]4[cH:22][c:21]([F:20])[cH:29][cH:28][cH:27]4)=[O:25])[CH2:11][CH:12]2[CH2:13]3)[cH:6][cH:7]1. RXN SMILES: Cl[C:2]1[CH:7]=[CH:6][C:5]([C:8]2[O:9][C:10]3[CH:16]=[CH:15][CH:14]=[CH:13][C:11]=3[N:12]=2)=[CH:4][CH:3]=1.[CH3:17][O-:18].[Na+].CS(C)=O>O>[CH3:17][O:18][C:2]1[CH:7]=[CH:6][C:5]([C:8]2[O:9][C:10]3[CH:16]=[CH:15][CH:14]=[CH:13][C:11]=3[N:12]=2)=[CH:4][CH:3]=1 |f:1.2|. The reactants are ClC1=CC=C(C=C1)C=1OC2=C(N1)C=CC=C2 (2-(p-chlorophenyl)benzoxazole), C[O-].[Na+] (sodium methoxide), CS(=O)C (dimethyl sulfoxide). Product: COC1=CC=C(C=C1)C=1OC2=C(N1)C=CC=C2 (2-(p-methoxyphenyl)benzoxazole). Isolated yield 88.8%. Run in O (water). Procedure details: A mixture of 1.15 g (5 mmoles) of 2-(p-chlorophenyl)benzoxazole, 2.5 g of sodium methoxide and 10 ml of dimethyl sulfoxide is heated at 80° C.-90° C. under nitrogen atmosphere for one hour. The mixture is cooled and diluted with 100 ml of water. The title compound (1 g, 87 percent yield) precipitates and is recovered. It has a melting point of 99.5° C.-101.5° C. Starting materials: O=C1CCC(=O)N1Br, COC(=O)c1cccc(Br)c1C, ClC(Cl)(Cl)Cl, CC(C)(C#N)N=NC(C)(C)C#N. The product is COC(=O)c1cccc(Br)c1CBr. RXN SMILES: [Br:13][N:14]1[C:15](=[O:16])[CH2:17][CH2:18][C:19]1=[O:20].[Br:1][c:2]1[c:3]([CH3:12])[c:4]([C:5](=[O:6])[O:7][CH3:8])[cH:9][cH:10][cH:11]1.[C:33]([Cl:34])([Cl:35])([Cl:36])[Cl:37].[N:21]([C:22]([CH3:23])([CH3:24])[C:25]#[N:26])=[N:27][C:28]([CH3:29])([CH3:30])[C:31]#[N:32]>>[Br:1][c:2]1[c:3]([CH2:12][Br:13])[c:4]([C:5](=[O:6])[O:7][CH3:8])[cH:9][cH:10][cH:11]1. Reactants: C(C1=CC(C=O)=CC=C1)=O (isophthalaldehyde), ClC1=CC=C2C=CC(=NC2=C1)C (7-chloroquinaldine). Run in C(C)(=O)OC(C)=O (acetic anhydride), CCOCC (ether). Yields the product ClC1=CC=C2C=CC(=NC2=C1)C=CC=1C=C(C=O)C=CC1 (3-(2-(7-chloroquinolin-2-yl)ethenyl)benzaldehyde). Reaction SMILES: [CH:1](=[O:10])[C:2]1[CH:9]=[CH:8][CH:7]=[C:4]([CH:5]=O)[CH:3]=1.[Cl:11][C:12]1[CH:21]=[C:20]2[C:15]([CH:16]=[CH:17][C:18]([CH3:22])=[N:19]2)=[CH:14][CH:13]=1>C(OC(=O)C)(=O)C.CCOCC>[Cl:11][C:12]1[CH:21]=[C:20]2[C:15]([CH:16]=[CH:17][C:18]([CH:22]=[CH:5][C:4]3[CH:3]=[C:2]([CH:9]=[CH:8][CH:7]=3)[CH:1]=[O:10])=[N:19]2)=[CH:14][CH:13]=1. Procedure details: A solution of isophthalaldehyde (4.0 g) and 7-chloroquinaldine (5.39 g) in acetic anhydride was heated at 125° in an oil bath for 48 hours. The reaction was cooled to room temperature, diluted with ether (30 mL) and the resulting suspension was stirred vigorously. The solid title compound was collected by filtration and was used as such in the next step.